This data is from the Open Reaction Database (ORD), a public repository of structured organic reaction records. The task is: describe an organic reaction: reactants, conditions, products, and yield The reactants are Cl, CCOC(=O)C=C(c1ccc(CC)cc1)n1cnc2ccccc21. The product is CCc1ccc(C(=CC(=O)O)n2cnc3ccccc32)cc1. Reaction SMILES: [ClH:25].[n:1]1([C:10](=[CH:11][C:12](=[O:13])[O:14][CH2:15][CH3:16])[c:17]2[cH:18][cH:19][c:20]([CH2:23][CH3:24])[cH:21][cH:22]2)[cH:2][n:3][c:4]2[c:5]1[cH:6][cH:7][cH:8][cH:9]2>>[n:1]1([C:10](=[CH:11][C:12](=[O:13])[OH:14])[c:17]2[cH:18][cH:19][c:20]([CH2:23][CH3:24])[cH:21][cH:22]2)[cH:2][n:3][c:4]2[c:5]1[cH:6][cH:7][cH:8][cH:9]2. The reactants are O=C1c2ccccc2C(=O)N1CCCBr, CC#N, [F-], CNCCOc1cc(F)cc(F)c1, [K+]. The product is CN(CCCN1C(=O)c2ccccc2C1=O)CCOc1cc(F)cc(F)c1. RXN SMILES: [Br:14][CH2:15][CH2:16][CH2:17][N:18]1[C:19](=[O:28])[c:20]2[cH:21][cH:22][cH:23][cH:24][c:25]2[C:26]1=[O:27].[CH3:31][C:32]#[N:33].[F-:29].[F:1][c:2]1[cH:3][c:4]([O:5][CH2:6][CH2:7][NH:8][CH3:9])[cH:10][c:11]([F:13])[cH:12]1.[K+:30]>>[F:1][c:2]1[cH:3][c:4]([O:5][CH2:6][CH2:7][N:8]([CH3:9])[CH2:15][CH2:16][CH2:17][N:18]2[C:19](=[O:28])[c:20]3[cH:21][cH:22][cH:23][cH:24][c:25]3[C:26]2=[O:27])[cH:10][c:11]([F:13])[cH:12]1. The reactants are BrC1=NC=C(C=C1)Br (2,5-Dibromopyridine), FC1(CCNCC1)F (4,4-difluoropiperidine), O (water). Run in CC(=O)N(C)C (dimethylacetamide). Conditions: time 8 hour. The product is BrC=1C=CC(=NC1)N1CCC(CC1)(F)F (5-Bromo-2-(4.4-difluoro-piperidin-1-yl)pyridine). Isolated yield 46.0%. Reaction SMILES: Br[C:2]1[CH:7]=[CH:6][C:5]([Br:8])=[CH:4][N:3]=1.[F:9][C:10]1([F:16])[CH2:15][CH2:14][NH:13][CH2:12][CH2:11]1.O>CC(N(C)C)=O>[Br:8][C:5]1[CH:6]=[CH:7][C:2]([N:13]2[CH2:14][CH2:15][C:10]([F:16])([F:9])[CH2:11][CH2:12]2)=[N:3][CH:4]=1. Procedure: 2,5-Dibromopyridine (1.30 g) was heated with 4,4-difluoropiperidine (2 g) in dimethylacetamide (4 ml) at 120° C. for 24 h, then at 150° C. for 8 h. The solution was allowed to cool, then poured into water (30 ml). The aqueous phase was extracted with ether (×3) and the combined extracts washed with water, dried over magnesium sulfate, filtered and evaporated. Purification by column chromatography gave the product as a colourless oil (0.70 g). The reactants are O=C(O)c1ccc([N+](=O)[O-])s1, Cc1ccc([N+](=O)[O-])cc1N. Reagents/catalysts: C1CCN(C1)[P+](N2CCCC2)(N3CCCC3)ON4C5=C(C=CC=N5)N=N4.F[P-](F)(F)(F)(F)F (PyAOP), CCN(C(C)C)C(C)C (DIPEA). The solvent is CN(C)C=O (DMF), CN(C)C=O (DMF), CN(C)C=O (DMF), CN(C)C=O (DMF), CN(C)C=O (DMF), CN(C)C=O (DMF). Reaction conditions: temperature 25 celsius, time 2 hour. The product is Cc1ccc([N+](=O)[O-])cc1NC(=O)c1ccc([N+](=O)[O-])s1. Isolated yield 34.7%. RXN SMILES: Cc1ccc([N+](=O)[O-])cc1N.O=C(O)c1ccc([N+](=O)[O-])s1.C1CCN(C1)[P+](N2CCCC2)(N3CCCC3)ON4C5=C(C=CC=N5)N=N4.F[P-](F)(F)(F)(F)F.CCN(C(C)C)C(C)C.CN(C)C=O>>Cc1ccc([N+](=O)[O-])cc1NC(=O)c1ccc([N+](=O)[O-])s1. Starting materials: C[Li] (Methyllithium), C(C)(C)(C)OC(=O)N[C@@H]1[C@@H](CC[C@H](C1)C(=O)OCC)NC(=O)C=1NC2=CC=C(C=C2C1)Cl ((1R*,2S*,4R*)-N2-tert-butoxycarbonyl-N1-[(5-chloroindol-2-yl)carbonyl]-4-ethoxycarbonyl-1,2-cyclohexanediamine), [Cl-].[NH4+] (ammonium chloride). The solvent is O1CCCC1 (tetrahydrofuran). Conditions: time 1 hour. Yields the product C(C)(C)(C)OC(=O)N[C@@H]1[C@@H](CC[C@H](C1)C(C)(C)O)NC(=O)C=1NC2=CC=C(C=C2C1)Cl ((1R*,2S*,4R*)-N2-tert-Butoxycarbonyl-N1-[(5-chloroindol-2-yl)carbonyl]-4-(1-hydroxy-1-methylethyl)-1,2-cyclohexanediamine). Isolated yield 118.6%. As a reaction SMILES: C[Li].[C:3]([O:7][C:8]([NH:10][C@H:11]1[CH2:16][C@H:15](C(OCC)=O)[CH2:14][CH2:13][C@H:12]1[NH:22][C:23]([C:25]1[NH:26][C:27]2[C:32]([CH:33]=1)=[CH:31][C:30]([Cl:34])=[CH:29][CH:28]=2)=[O:24])=[O:9])([CH3:6])([CH3:5])[CH3:4].[Cl-].[NH4+]>O1CCCC1>[C:3]([O:7][C:8]([NH:10][C@H:11]1[CH2:16][C@H:15]([C:3]([OH:7])([CH3:5])[CH3:4])[CH2:14][CH2:13][C@H:12]1[NH:22][C:23]([C:25]1[NH:26][C:27]2[C:32]([CH:33]=1)=[CH:31][C:30]([Cl:34])=[CH:29][CH:28]=2)=[O:24])=[O:9])([CH3:4])([CH3:5])[CH3:6] |f:2.3|. Procedure details: Methyllithium (1.14N solution, 2.27 ml) was added to a tetrahydrofuran solution (10 ml) of (1R*,2S*,4R*)-N2-tert-butoxycarbonyl-N1-[(5-chloroindol-2-yl)carbonyl]-4-ethoxycarbonyl-1,2-cyclohexanediamine (200 mg) at −78° C., and the mixture was stirred for 1 hour and then 2 hours under ice cooling. An aqueous solution of ammonium chloride was added to the reaction mixture to extract the reaction mixture with chloroform, and the resultant organic layer was washed with saturated saline and then drie... Starting materials: [Cl-].[NH4+] (ammonium chloride), lithium dimethylcuprate, C[Li] (methyl lithium), COC1=CC=2CC[C@H]3[C@@H]4C(=CC([C@@]4(C)CC[C@@H]3C2C=C1)=O)C (3-Methoxy-15-methylestra-1,3,5(10),15,tetraen-17-one), C(C)(=O)OCC (ethyl acetate). Reagents/catalysts: [Cu]I (copper(I) iodide). The solvent is O1CCCC1 (tetrahydrofuran), C(C)OCC (diethyl ether). Run at time 30 minute. The product is COC1=CC=2CC[C@H]3[C@@H]4C(CC([C@@]4(C)CC[C@@H]3C2C=C1)=O)(C)C (3-Methoxy-15,15-dimethylestra-1,3,5(10)-trien-17-one). Isolated yield 70.0%. RXN SMILES: C[Li].[CH3:3][O:4][C:5]1[CH:22]=[CH:21][C:20]2[C@@H:19]3[C@H:10]([C@H:11]4[C@@:15]([CH2:17][CH2:18]3)([CH3:16])[C:14](=[O:23])[CH:13]=[C:12]4[CH3:24])[CH2:9][CH2:8][C:7]=2[CH:6]=1.[Cl-].[NH4+].[C:27](OCC)(=O)C>C(OCC)C.O1CCCC1.[Cu]I>[CH3:3][O:4][C:5]1[CH:22]=[CH:21][C:20]2[C@@H:19]3[C@H:10]([C@H:11]4[C@@:15]([CH2:17][CH2:18]3)([CH3:16])[C:14](=[O:23])[CH2:13][C:12]4([CH3:27])[CH3:24])[CH2:9][CH2:8][C:7]=2[CH:6]=1 |f:2.3|. Procedure details: To a solution of lithium dimethylcuprate (0.79 mmol) in dry diethyl ether (2 ml) [conventionally prepared at 0° C. from copper(I) iodide (150 mg; 0.79 mmol) and methyl lithium (1.3 ml; 1.6M; 2.08 mmol)] at -78° C., boron trifluor-ide-diethyl ether complex (0.1 ml; 0.80 mmol) was added, followed by the 15-methyl-Δ15 -17-ketone (3) (163 mg; 0.55 mmol) in dry tetrahydrofuran (2 ml). After 30 min., saturated aqueous ammonium chloride was added. The standard work-up (ethyl acetate) gave a crystalline...